Dataset: the Open Reaction Database (ORD), a public repository of structured organic reaction records. Task: describe an organic reaction: reactants, conditions, products, and yield Starting materials: C(=O)C=1C=C2C(=C(NC2=CC1)C(=O)N)SC1=CC=CC=C1 (5-formyl-3-phenylsulfanyl-1H-indole-2-carboxylic acid amide), Cl.C(CC)N (propylamine hydrochloride). Run in CO.C(Cl)Cl (MeOH CH2Cl2). Yields the product C1(=CC=CC=C1)SC1=C(NC2=CC=C(C=C12)CNCCC)C(=O)N (3-Phenylsulfanyl-5-propylaminomethyl-1H-indole-2-carboxylic acid amide). RXN SMILES: [CH:1]([C:3]1[CH:4]=[C:5]2[C:9](=[CH:10][CH:11]=1)[NH:8][C:7]([C:12]([NH2:14])=[O:13])=[C:6]2[S:15][C:16]1[CH:21]=[CH:20][CH:19]=[CH:18][CH:17]=1)=O.Cl.[CH2:23]([NH2:26])[CH2:24][CH3:25]>CO.C(Cl)Cl>[C:16]1([S:15][C:6]2[C:5]3[C:9](=[CH:10][CH:11]=[C:3]([CH2:1][NH:26][CH2:23][CH2:24][CH3:25])[CH:4]=3)[NH:8][C:7]=2[C:12]([NH2:14])=[O:13])[CH:21]=[CH:20][CH:19]=[CH:18][CH:17]=1 |f:1.2,3.4|. Procedure: Treat 5-formyl-3-phenylsulfanyl-1H-indole-2-carboxylic acid amide 13 (m=0, R3=Ph) (80 mg, 0.27 mmol) with propylamine hydrochloride (28 mg, 0.30 mmol) as described in General Procedure X to afford Iae (41.0 mg, 44.8%) as an ivory colored solid, tlc Rf=0.1 (10% MeOH/CH2Cl2-0.2% Et3N), m/z obs=340 (M+1). Reactants: BrC=1C=C(C(=O)N(C)C2=C(C=CC=C2)OCCN(C)C)C=CC1Cl (3-bromo-4-chloro-N-[2-(2-dimethylamino-ethoxy)-phenyl]-N-methyl-benzamide), P(t-Bu)3HBF4, [F-].[K+] (KF), ClC1=NC=C(C(=C1)Cl)B(O)O (2,4 dichloropyridine-5-boronic acid). Reagents/catalysts: C=1C=CC(=CC1)/C=C/C(=O)/C=C/C2=CC=CC=C2.C=1C=CC(=CC1)/C=C/C(=O)/C=C/C2=CC=CC=C2.C=1C=CC(=CC1)/C=C/C(=O)/C=C/C2=CC=CC=C2.[Pd].[Pd] (Pd2(dba)3). The solvent is O1CCOCC1 (dioxane). Run at temperature 110 celsius. Product: ClC1=C(C=C(C(=O)N(C)C2=C(C=CC=C2)OCCN(C)C)C=C1)C=1C=NC(=CC1Cl)Cl (4-chloro-3-(4,6-dichloro-pyridin-3-yl)-N-[2-(2-dimethylamino-ethoxy)-phenyl]-N-methyl benzamide). RXN SMILES: Br[C:2]1[CH:3]=[C:4]([CH:21]=[CH:22][C:23]=1[Cl:24])[C:5]([N:7]([C:9]1[CH:14]=[CH:13][CH:12]=[CH:11][C:10]=1[O:15][CH2:16][CH2:17][N:18]([CH3:20])[CH3:19])[CH3:8])=[O:6].[F-].[K+].[Cl:27][C:28]1[CH:33]=[C:32]([Cl:34])[C:31](B(O)O)=[CH:30][N:29]=1>C1C=CC(/C=C/C(/C=C/C2C=CC=CC=2)=O)=CC=1.C1C=CC(/C=C/C(/C=C/C2C=CC=CC=2)=O)=CC=1.C1C=CC(/C=C/C(/C=C/C2C=CC=CC=2)=O)=CC=1.[Pd].[Pd].O1CCOCC1>[Cl:24][C:23]1[CH:22]=[CH:21][C:4]([C:5]([N:7]([C:9]2[CH:14]=[CH:13][CH:12]=[CH:11][C:10]=2[O:15][CH2:16][CH2:17][N:18]([CH3:20])[CH3:19])[CH3:8])=[O:6])=[CH:3][C:2]=1[C:31]1[CH:30]=[N:29][C:28]([Cl:27])=[CH:33][C:32]=1[Cl:34] |f:1.2,4.5.6.7.8|. Procedure: A mixture of dioxane (1.0 mL) containing 3-bromo-4-chloro-N-[2-(2-dimethylamino-ethoxy)-phenyl]-N-methyl-benzamide (44.0 mg, 0.11 mmol), Pd2(dba)3 (10 mg, 0.01 mmol), P(t-Bu)3HBF4 (7 mg, 0.022 mmol), KF (22 mg, 0.38 mmol) and 2,4 dichloropyridine-5-boronic acid (21 mg, 0.11 mmol) was degassed by bubbling N2 for 5 minutes and then sealed and heated at 110° C. overnight. The mixture was filtered and purified by preparative LCMS to yield 4-chloro-3-(4,6-dichloro-pyridin-3-yl)-N-[2-(2-dimethylamino-... The reactants are COC(=O)C1CC(S(=O)(=O)c2ccccc2C(F)(F)F)CN1c1cc(C2CC2)n[nH]1, [Li+], [OH-]. Product: O=C(O)C1CC(S(=O)(=O)c2ccccc2C(F)(F)F)CN1c1cc(C2CC2)n[nH]1. As a reaction SMILES: [CH3:1][O:2][C:3](=[O:4])[CH:5]1[N:6]([c:23]2[nH:24][n:25][c:26]([CH:28]3[CH2:29][CH2:30]3)[cH:27]2)[CH2:7][CH:8]([S:10](=[O:11])(=[O:12])[c:13]2[c:14]([C:19]([F:20])([F:21])[F:22])[cH:15][cH:16][cH:17][cH:18]2)[CH2:9]1.[Li+:31].[OH-:32]>>[O:2]=[C:3]([OH:4])[CH:5]1[N:6]([c:23]2[nH:24][n:25][c:26]([CH:28]3[CH2:29][CH2:30]3)[cH:27]2)[CH2:7][CH:8]([S:10](=[O:11])(=[O:12])[c:13]2[c:14]([C:19]([F:20])([F:21])[F:22])[cH:15][cH:16][cH:17][cH:18]2)[CH2:9]1. The reactants are CC(=O)[O-], CC(=O)[O-], CC(=O)[O-], Cc1ccccc1, CC=NO, [Cu+2], Nc1cccc(C(F)(F)F)c1, O=N[O-], N#N, [Na+], [Na+], [Na+], [Na+], O, O=S(=O)(O)O, O=S([O-])[O-]. The product is CC(=NO)c1cccc(C(F)(F)F)c1. Reaction SMILES: [C:39]([O-:40])(=[O:41])[CH3:42].[C:44]([O-:45])(=[O:46])[CH3:47].[CH3:22][C:23](=[O:24])[O-:25].[CH3:48][c:49]1[cH:50][cH:51][cH:52][cH:53][cH:54]1.[CH:26]([CH3:27])=[N:28][OH:29].[Cu+2:43].[F:6][C:7]([c:8]1[cH:9][c:10]([NH2:11])[cH:12][cH:13][cH:14]1)([F:15])[F:16].[N:17]([O-:18])=[O:19].[N:36]#[N:37].[Na+:20].[Na+:21].[Na+:34].[Na+:35].[OH2:38].[S:1](=[O:2])(=[O:3])([OH:4])[OH:5].[S:30]([O-:31])([O-:32])=[O:33]>>[F:6][C:7]([c:8]1[cH:9][c:10]([C:26]([CH3:27])=[N:28][OH:29])[cH:12][cH:13][cH:14]1)([F:15])[F:16]. The reactants are CC(C)(C)OC(=O)NC1CCC(Nc2ncc3c(-c4cccc(Br)n4)nn(COCC[Si](C)(C)C)c3n2)CC1, CC(C)(C)OC(=O)NCCC(N)c1ccccc1, C1COCCO1, [K+], [K+], N#N, O=C([O-])[O-], O=C(C=Cc1ccccc1)C=Cc1ccccc1, O=C(C=Cc1ccccc1)C=Cc1ccccc1, O=C(C=Cc1ccccc1)C=Cc1ccccc1, [Pd], [Pd]. Yields the product CC(C)(C)OC(=O)NCCC(Nc1cccc(-c2nn(COCC[Si](C)(C)C)c3nc(NC4CCC(NC(=O)OC(C)(C)C)CC4)ncc23)n1)c1ccccc1. As a reaction SMILES: [C:1]([CH3:2])([CH3:3])([CH3:4])[O:5][C:6]([NH:7][CH:8]1[CH2:9][CH2:10][CH:11]([NH:14][c:15]2[n:16][cH:17][c:18]3[c:19]([n:20]2)[n:21]([CH2:31][O:32][CH2:33][CH2:34][Si:35]([CH3:36])([CH3:37])[CH3:38])[n:22][c:23]3-[c:24]2[n:25][c:26]([Br:30])[cH:27][cH:28][cH:29]2)[CH2:12][CH2:13]1)=[O:39].[C:40]([CH3:41])([CH3:42])([CH3:43])[O:44][C:45]([NH:46][CH2:47][CH2:48][CH:49]([c:50]1[cH:51][cH:52][cH:53][cH:54][cH:55]1)[NH2:56])=[O:57].[CH2:122]1[O:123][CH2:124][CH2:125][O:126][CH2:127]1.[K+:58].[K+:59].[N:64]#[N:65].[O-:60][C:61]([O-:62])=[O:63].[O:104]=[C:105]([CH:106]=[CH:107][c:108]1[cH:109][cH:110][cH:111][cH:112][cH:113]1)[CH:114]=[CH:115][c:116]1[cH:117][cH:118][cH:119][cH:120][cH:121]1.[O:68]=[C:69]([CH:70]=[CH:71][c:72]1[cH:73][cH:74][cH:75][cH:76][cH:77]1)[CH:78]=[CH:79][c:80]1[cH:81][cH:82][cH:83][cH:84][cH:85]1.[O:86]=[C:87]([CH:88]=[CH:89][c:90]1[cH:91][cH:92][cH:93][cH:94][cH:95]1)[CH:96]=[CH:97][c:98]1[cH:99][cH:100][cH:101][cH:102][cH:103]1.[Pd:66].[Pd:67]>>[C:1]([CH3:2])([CH3:3])([CH3:4])[O:5][C:6]([NH:7][CH:8]1[CH2:9][CH2:10][CH:11]([NH:14][c:15]2[n:16][cH:17][c:18]3[c:19]([n:20]2)[n:21]([CH2:31][O:32][CH2:33][CH2:34][Si:35]([CH3:36])([CH3:37])[CH3:38])[n:22][c:23]3-[c:24]2[n:25][c:26]([NH:56][CH:49]([CH2:48][CH2:47][NH:46][C:45]([O:44][C:40]([CH3:41])([CH3:42])[CH3:43])=[O:57])[c:50]3[cH:51][cH:52][cH:53][cH:54][cH:55]3)[cH:27][cH:28][cH:29]2)[CH2:12][CH2:13]1)=[O:39]. Run in ClCCl (dichloromethane). Reagents/catalysts: CN(C1=CC=NC=C1)C (4-dimethylaminopyridine). Run at time 3 hour. Procedure: A mixture of 115 mg of 5-[2-(2,5-dimethoxyphenyl)ethyl]-2-amino benzoic acid methylester and 50 mg of 4-dimethylaminopyridine in 6 ml of dry dichloromethane is treated with 35 mg of methyl chloroformiate and stirred for 3 hours at room temperature. Then the mixture is poured onto aqueous pH7 buffer solution and extracted with ethyl acetate. The combined organic extracts are dried over magnesium sulfate and concentrated in vacuo. The crude product is purified by silica gel chromatography (cyclohe... Starting materials: COC(C1=C(C=CC(=C1)CCC1=C(C=CC(=C1)OC)OC)N)=O (5-[2-(2,5-dimethoxyphenyl)ethyl]-2-amino benzoic acid methylester), buffer solution. Product: COC(C1=C(C=CC(=C1)CCC1=C(C=CC(=C1)OC)OC)NC(=O)OC)=O (5-[2-(2,5-Dimethoxyphenyl)ethyl]-2-methoxycarbonylamino Benzoic acid Methylester). RXN SMILES: [CH3:1][O:2][C:3](=[O:23])[C:4]1[CH:9]=[C:8]([CH2:10][CH2:11][C:12]2[CH:17]=[C:16]([O:18][CH3:19])[CH:15]=[CH:14][C:13]=2[O:20][CH3:21])[CH:7]=[CH:6][C:5]=1[NH2:22]>CN(C)C1C=CN=CC=1.ClCCl>[CH3:1][O:2][C:3](=[O:23])[C:4]1[CH:9]=[C:8]([CH2:10][CH2:11][C:12]2[CH:17]=[C:16]([O:18][CH3:19])[CH:15]=[CH:14][C:13]=2[O:20][CH3:21])[CH:7]=[CH:6][C:5]=1[NH:22][C:3]([O:2][CH3:1])=[O:23]. Reactants: CN(CCNC)C (N1,N1,N2-Trimethylethane-1,2-diamine), FC1=CC(=C(C=C1[N+](=O)[O-])NC1=NC=C(C(=N1)C1=CN(C2=CC=CC=C12)C)C)OC (N-(4-fluoro-2-methoxy-5-nitrophenyl)-5-methyl-4-(1-methylindol-3-yl)pyrimidin-2-amine), FC1=CC(=C(C=C1[N+](=O)[O-])NC1=NC=C(C(=N1)C1=CN(C2=CC=CC=C12)C)C)OC (N-(4-fluoro-2-methoxy-5-nitrophenyl)-5-methyl-4-(1-methylindol-3-yl)pyrimidin-2-amine). Run in CC(=O)N(C)C (DMA). Conditions: temperature 140 celsius. Yields the product CN(CCN(C1=CC(=C(C=C1[N+](=O)[O-])NC1=NC=C(C(=N1)C1=CN(C2=CC=CC=C12)C)C)OC)C)C (N′-(2-Dimethylaminoethyl)-2-methoxy-N′-methyl-N-[5-methyl-4-(1-methylindol-3-yl)pyrimidin-2-yl]-5-nitrobenzene-1,4-diamine). The yield is 42.1%. As a reaction SMILES: [CH3:1][N:2]([CH3:7])[CH2:3][CH2:4][NH:5][CH3:6].F[C:9]1[C:14]([N+:15]([O-:17])=[O:16])=[CH:13][C:12]([NH:18][C:19]2[N:24]=[C:23]([C:25]3[C:33]4[C:28](=[CH:29][CH:30]=[CH:31][CH:32]=4)[N:27]([CH3:34])[CH:26]=3)[C:22]([CH3:35])=[CH:21][N:20]=2)=[C:11]([O:36][CH3:37])[CH:10]=1>CC(N(C)C)=O>[CH3:1][N:2]([CH3:7])[CH2:3][CH2:4][N:5]([CH3:6])[C:9]1[C:14]([N+:15]([O-:17])=[O:16])=[CH:13][C:12]([NH:18][C:19]2[N:24]=[C:23]([C:25]3[C:33]4[C:28](=[CH:29][CH:30]=[CH:31][CH:32]=4)[N:27]([CH3:34])[CH:26]=3)[C:22]([CH3:35])=[CH:21][N:20]=2)=[C:11]([O:36][CH3:37])[CH:10]=1. Reported procedure: N1,N1,N2-Trimethylethane-1,2-diamine (221 mg, 2.16 mmol) was added to a suspension of N-(4-Fluoro-2-methoxy-5-nitrophenyl)-5-methyl-4-(1-methylindol-3-yl)pyrimidin-2-amine (Intermediate 79, 400 mg, 0.98 mmol) in DMA (4 mL). The mixture was heated in a microwave at 140° C. for 0.5 h. The mixture was then concentrated in vacuo and the residue was dissolved in EtOAc (100 mL). This solution was washed with water (2×100 mL) and sat. brine (100 mL), dried (MgSO4) and concentrated in vacuo. Purificatio...